From a dataset of the Open Reaction Database (ORD), a public repository of structured organic reaction records. describe an organic reaction: reactants, conditions, products, and yield Starting materials: Cl.Cl.NC1=C(C=C(C(=C1)S)N)S (2,5-Diamino-1,4-benzene dithiol dihydrochloride), O1C(=NC2=C1C=CC=C2)C2=CC(=CC=C2C(=O)O)C(=O)O (2-benzoxazole terephthalic acid), polyphosphoric acid. Reaction conditions: temperature 90 celsius, time 17 hour. Yields the product NC1=C(C=C(C(=C1)S)N)S (2,5-DIAMINO-1,4-BENZENE DITHIOL). Reaction SMILES: Cl.Cl.[NH2:3][C:4]1[CH:9]=[C:8]([SH:10])[C:7]([NH2:11])=[CH:6][C:5]=1[SH:12].O1C2C=CC=CC=2N=C1C1C(C(O)=O)=CC=C(C(O)=O)C=1>>[NH2:3][C:4]1[CH:9]=[C:8]([SH:10])[C:7]([NH2:11])=[CH:6][C:5]=1[SH:12] |f:0.1.2|. Procedure details: 2,5-Diamino-1,4-benzene dithiol dihydrochloride (1.5544 g, 6.3 mmol), 2-benzoxazole terephthalic acid (1.7956 g, 6.3 mmol) and 10.2 g of polyphosphoric acid (83% P2O5) were placed in a resin flask equipped with a mechanical stirrer, nitrogen inlet/outlet tubes, a vacuum connector and a side opening on the resin flask. With nitrogen continuously flowing, the solution was heated slowly to 60° C. for 24 hours and 90° C. for 16 hours to remove the hydrochloride. The mixture was heated at 160° C. for... The reactants are N[C@@H](CCO)C(=O)O (homoserine), C([O-])([O-])=O.[Cs+].[Cs+] (cesium carbonate), O1CCOCC1 (dioxane), C(OC(C)(C)C)(=O)OC(=O)[O-] (terbutyl pyrocarbonate). The solvent is O (water), [OH-].[Na+] (NaOH). Run at time 5 minute. Yields the product C(C)(C)(C)OC(=O)NC(CCO)C(=O)O (Nα-Terbutyloxycarbonyl-DL-homoserine). As a reaction SMILES: [NH2:1][C@H:2]([C:6]([OH:8])=[O:7])[CH2:3][CH2:4][OH:5].C(=O)([O-])[O-].[Cs+].[Cs+].O1CCOCC1.[C:21](OC([O-])=O)(=[O:27])[O:22][C:23]([CH3:26])([CH3:25])[CH3:24]>O.[OH-].[Na+]>[C:23]([O:22][C:21]([NH:1][CH:2]([C:6]([OH:8])=[O:7])[CH2:3][CH2:4][OH:5])=[O:27])([CH3:26])([CH3:25])[CH3:24] |f:1.2.3,7.8|. Procedure: 2 g of homoserine (16.78 mmol) were dissolved in 20 ml of water and to the solution 16.78 ml of 1 M NaOH and 3.006 g of cesium carbonate (9.23 mmol) were added. After stirring for 5 minutes, the solution was cooled in an ice/water bath. 60 ml of dioxane and terbutyl pyrocarbonate were then added. The reaction mixture was kept under stirring in an ice-cold water bath for 1 hour and thereafter at room temperature for 5 hours. The solvent was subsequently removed under vacuum. The dry residue was d... Starting materials: FC(F)(F)c1ccc(Br)c(C(F)(F)F)c1, OC1CCNC1. The product is OC1CCN(c2ccc(C(F)(F)F)cc2C(F)(F)F)C1. As a reaction SMILES: [Br:1][c:2]1[c:3]([C:12]([F:13])([F:14])[F:15])[cH:4][c:5]([C:8]([F:9])([F:10])[F:11])[cH:6][cH:7]1.[OH:16][CH:17]1[CH2:18][NH:19][CH2:20][CH2:21]1>>[c:2]1([N:19]2[CH2:18][CH:17]([OH:16])[CH2:21][CH2:20]2)[c:3]([C:12]([F:13])([F:14])[F:15])[cH:4][c:5]([C:8]([F:9])([F:10])[F:11])[cH:6][cH:7]1.